Dataset: the Open Reaction Database (ORD), a public repository of structured organic reaction records. Task: describe an organic reaction: reactants, conditions, products, and yield The reactants are O=C([O-])[O-], COc1ccc(CN2Cc3c(Cl)ccnc3NC2=O)cc1, [Cs+], [Cs+], Cn1nc(N)c2ccc(O)cc21, CN(C)C=O. The product is COc1ccc(CN2Cc3c(Oc4ccc5c(N)nn(C)c5c4)ccnc3NC2=O)cc1. As a reaction SMILES: [C:34](=[O:35])([O-:36])[O-:37].[Cl:1][c:2]1[cH:3][cH:4][n:5][c:6]2[c:11]1[CH2:10][N:9]([CH2:12][c:13]1[cH:14][cH:15][c:16]([O:19][CH3:20])[cH:17][cH:18]1)[C:8](=[O:21])[NH:7]2.[Cs+:38].[Cs+:39].[NH2:22][c:23]1[n:24][n:25]([CH3:33])[c:26]2[cH:27][c:28]([OH:32])[cH:29][cH:30][c:31]12.[O:40]=[CH:41][N:42]([CH3:43])[CH3:44]>>[c:2]1([O:32][c:28]2[cH:27][c:26]3[n:25]([CH3:33])[n:24][c:23]([NH2:22])[c:31]3[cH:30][cH:29]2)[cH:3][cH:4][n:5][c:6]2[c:11]1[CH2:10][N:9]([CH2:12][c:13]1[cH:14][cH:15][c:16]([O:19][CH3:20])[cH:17][cH:18]1)[C:8](=[O:21])[NH:7]2. The reactants are BrB(Br)Br, COc1cc(OC)c2c(c1)S(=O)(=O)CC1C2CCC2C(C)(C)CCCC12C, ClCCl. Product: COc1cc(O)cc2c1C1CCC3C(C)(C)CCCC3(C)C1CS2(=O)=O. RXN SMILES: [B:31]([Br:32])([Br:33])[Br:34].[CH3:1][O:2][c:3]1[c:4]2[c:17]([cH:18][c:19]([O:21][CH3:22])[cH:20]1)[S:16](=[O:23])(=[O:24])[CH2:15][CH:14]1[CH:5]2[CH2:6][CH2:7][CH:8]2[C:9]([CH3:26])([CH3:27])[CH2:10][CH2:11][CH2:12][C:13]21[CH3:25].[Cl:28][CH2:29][Cl:30]>>[CH3:1][O:2][c:3]1[c:4]2[c:17]([cH:18][c:19]([OH:21])[cH:20]1)[S:16](=[O:23])(=[O:24])[CH2:15][CH:14]1[CH:5]2[CH2:6][CH2:7][CH:8]2[C:9]([CH3:26])([CH3:27])[CH2:10][CH2:11][CH2:12][C:13]21[CH3:25]. Reactants: C(C1=CC=CC=C1)S[C@@H]1[C@H](C(N1)=O)Br ((3S, 4R)-4-benzylthio-3-bromoazetidin-2-one), C1(=CC=CC=C1)CCCCCCNC(CBr)=O (N-(6-phenylhexyl)bromoacetamide), [OH-].[K+] (potassium hydroxide), [OH-].C(CCC)[N+](CCCC)(CCCC)CCCC (tetrabutylammonium hydroxide). Run in C1CCOC1 (THF). Reaction conditions: time 4 hour. Product: C1(=CC=CC=C1)CCCCCCNC(CN1C([C@@H]([C@H]1SCC1=CC=CC=C1)Br)=O)=O (N-(6-Phenylhexyl)[(3S, 4R)-4-benzylthio-3-bromo-2-oxoazetidin-1-yl]acetamide). The yield is 49.5%. Reaction SMILES: [CH2:1]([S:8][C@H:9]1[NH:12][C:11](=[O:13])[C@@H:10]1[Br:14])[C:2]1[CH:7]=[CH:6][CH:5]=[CH:4][CH:3]=1.[C:15]1([CH2:21][CH2:22][CH2:23][CH2:24][CH2:25][CH2:26][NH:27][C:28](=[O:31])[CH2:29]Br)[CH:20]=[CH:19][CH:18]=[CH:17][CH:16]=1.[OH-].[K+].[OH-].C([N+](CCCC)(CCCC)CCCC)CCC>C1COCC1>[C:15]1([CH2:21][CH2:22][CH2:23][CH2:24][CH2:25][CH2:26][NH:27][C:28](=[O:31])[CH2:29][N:12]2[C@H:9]([S:8][CH2:1][C:2]3[CH:3]=[CH:4][CH:5]=[CH:6][CH:7]=3)[C@@H:10]([Br:14])[C:11]2=[O:13])[CH:20]=[CH:19][CH:18]=[CH:17][CH:16]=1 |f:2.3,4.5|. Procedure: A solution of (3S, 4R)-4-benzylthio-3-bromoazetidin-2-one (0.7 g, 2.6 mmol) in dry THF (25 ml) was treated with N-(6-phenylhexyl)bromoacetamide (0.8 g, 2.6 mmol), powdered potassium hydroxide (0.2 g 3 mmol) and tetrabutylammonium hydroxide (0.1 g, 0.3 mmol). The mixture was stirred at room temperature for 4 h and partitioned between ether and brine. The organic layer was separated, dried (MgSO4) and evaporated. The residue was purified by flash chromatography using 3:1 ether:pentane as the eluti... Reactants: CC(C)(C)OC(=O)N1CCN(c2ccc(C3(C(=O)OC(C)(C)C)CC3)cc2)CC1, C1COCCO1, CC#N, CCN(C(C)C)C(C)C, COC(=O)Cl, Cl. The product is COC(=O)N1CCN(c2ccc(C3(C(=O)OC(C)(C)C)CC3)cc2)CC1. As a reaction SMILES: [C:1]([CH3:2])([CH3:3])([CH3:4])[O:5][C:6](=[O:7])[C:8]1([c:11]2[cH:12][cH:13][c:14]([N:17]3[CH2:18][CH2:19][N:20]([C:23](=[O:24])[O:25][C:26]([CH3:27])([CH3:28])[CH3:29])[CH2:21][CH2:22]3)[cH:15][cH:16]2)[CH2:9][CH2:10]1.[CH2:48]1[O:49][CH2:50][CH2:51][O:52][CH2:53]1.[CH3:31][C:32]#[N:33].[CH:34]([N:35]([CH2:36][CH3:37])[CH:38]([CH3:39])[CH3:40])([CH3:41])[CH3:42].[Cl:43][C:44]([O:45][CH3:46])=[O:47].[ClH:30]>>[C:1]([CH3:2])([CH3:3])([CH3:4])[O:5][C:6](=[O:7])[C:8]1([c:11]2[cH:12][cH:13][c:14]([N:17]3[CH2:18][CH2:19][N:20]([C:23](=[O:24])[O:25][CH3:26])[CH2:21][CH2:22]3)[cH:15][cH:16]2)[CH2:9][CH2:10]1.